This data is from the Open Reaction Database (ORD), a public repository of structured organic reaction records. The task is: describe an organic reaction: reactants, conditions, products, and yield Reactants: C1(=CC=CC=C1)C (toluene), CC(C(C)C)(C1=CC=C(C=C1)B1OC(C(O1)(C)C)(C)C)C1=NC=C(C=C1)OCC1=NC=CC=C1 (2-{1,2-dimethyl-1-[4-(4,4,5,5-tetramethyl-1,3,2-dioxaborolan-2-yl)phenyl]propyl}-5-(pyridin-2-ylmethoxy)pyridine), ClC=1N=NC(=CC1)Cl (3,6-dichloropyridazine), C([O-])([O-])=O.[Na+].[Na+] (sodium carbonate), aqueous solution. The reagents and catalysts are C1=CC=C(C=C1)P([C-]2C=CC=C2)C3=CC=CC=C3.C1=CC=C(C=C1)P([C-]2C=CC=C2)C3=CC=CC=C3.Cl[Pd]Cl.[Fe+2] ([1,1′-Bis(diphenylphosphino)ferrocene]dichloropalladium(II)). Run in CCO (EtOH). Reaction conditions: temperature 95 celsius. Product: ClC=1N=NC(=CC1)C1=CC=C(C=C1)C(C(C)C)(C1=NC=C(C=C1)OCC1=NC=CC=C1)C (3-chloro-6-(4-{1,2-dimethyl-1-[5-(pyridin-2-ylmethoxy)pyridin-2-yl]propyl}phenyl)pyridazine). As a reaction SMILES: [CH3:1][C:2]([C:21]1[CH:26]=[CH:25][C:24]([O:27][CH2:28][C:29]2[CH:34]=[CH:33][CH:32]=[CH:31][N:30]=2)=[CH:23][N:22]=1)([C:6]1[CH:11]=[CH:10][C:9](B2OC(C)(C)C(C)(C)O2)=[CH:8][CH:7]=1)[CH:3]([CH3:5])[CH3:4].[Cl:35][C:36]1[N:37]=[N:38][C:39](Cl)=[CH:40][CH:41]=1.C(=O)([O-])[O-].[Na+].[Na+].C1(C)C=CC=CC=1>CCO.C1C=CC(P(C2C=CC=CC=2)[C-]2C=CC=C2)=CC=1.C1C=CC(P(C2C=CC=CC=2)[C-]2C=CC=C2)=CC=1.Cl[Pd]Cl.[Fe+2]>[Cl:35][C:36]1[N:37]=[N:38][C:39]([C:9]2[CH:10]=[CH:11][C:6]([C:2]([CH3:1])([C:21]3[CH:26]=[CH:25][C:24]([O:27][CH2:28][C:29]4[CH:34]=[CH:33][CH:32]=[CH:31][N:30]=4)=[CH:23][N:22]=3)[CH:3]([CH3:4])[CH3:5])=[CH:7][CH:8]=2)=[CH:40][CH:41]=1 |f:2.3.4,7.8.9.10|. Procedure details: [1,1′-Bis(diphenylphosphino)ferrocene]dichloropalladium(II) (69.0 mg, 0.0950 mmol) was added to a stirred solution of 5a (1.45 g, 3.16 mmol), 3,6-dichloropyridazine (660 mg, 4.43 mmol) and sodium carbonate (3.20 mL of a 2.0 M aqueous solution, 6.32 mmol) in EtOH:toluene (10.0 mL of an 80:20 mixture, respectively) at rt. The resulting solution was heated to 95° C. for approximately 4 h. After cooling to rt, the reaction mixture was filtered through a short column of CELITE®, eluting with EtOAc. T... Reactants: Cl.N1=CC=C(C=C1)CC(=O)O (4-Pyridylacetic acid hydrochloride), ClC1=CC=C(C=C1)C=1C(=NN2C1N=CC=C2)N (3-(4-chlorophenyl)pyrazolo[1,5-a]pyrimidin-2-amine). Product: ClC1=CC=C(C=C1)C=1C(=NN2C1N=CC=C2)NC(CC2=CC=NC=C2)=O (N-[3-(4-chlorophenyl)pyrazolo[1,5-a]pyrimidin-2-yl]-2-(pyridin-4-yl)acetamide). As a reaction SMILES: Cl.[N:2]1[CH:7]=[CH:6][C:5]([CH2:8][C:9]([OH:11])=O)=[CH:4][CH:3]=1.[Cl:12][C:13]1[CH:18]=[CH:17][C:16]([C:19]2[C:20]([NH2:28])=[N:21][N:22]3[CH:27]=[CH:26][CH:25]=[N:24][C:23]=23)=[CH:15][CH:14]=1>>[Cl:12][C:13]1[CH:18]=[CH:17][C:16]([C:19]2[C:20]([NH:28][C:9](=[O:11])[CH2:8][C:5]3[CH:4]=[CH:3][N:2]=[CH:7][CH:6]=3)=[N:21][N:22]3[CH:27]=[CH:26][CH:25]=[N:24][C:23]=23)=[CH:15][CH:14]=1 |f:0.1|. Procedure: 4-Pyridylacetic acid hydrochloride and the product from Example 99A were processed using method analogous to that described in Example 98 to afford the title compound. 1H NMR (400 MHz, CD3OD) δ ppm 8.86 (dd, J=7.1, 1.6 Hz, 1H), 8.56 (dd, J=4.1, 1.8 Hz, 1H), 8.45-8.53 (m, 2H), 7.57-7.66 (m, 2H), 7.37-7.48 (m, 2H), 7.26-7.35 (m, 2H), 7.07 (dd, J=7.0, 4.1 Hz, 1H), 3.82 (s, 2H); MS (ESI) m/z 364 (M+H)+; Anal. calculated for C19H14ClN5O.0.25H2O: C, 61.69; H, 3.97; N, 18.68. Found C, 61.59; H, 3.61; N... Reactants: C(C(=O)Cl)(=O)Cl (Oxalyl chloride), BrC1=CC=C(C=C1)S(=O)(=O)NC=1C=C(C(=O)O)C=CC1 (3-(4-bromophenylsulfonamido)benzoic acid), CN(C)C=O (DMF). Solvent: C(Cl)Cl (DCM). Run at temperature 0 celsius. Product: BrC1=CC=C(C=C1)S(=O)(=O)NC=1C=C(C(=O)Cl)C=CC1 (3-(4-Bromophenylsulfonamido)benzoyl chloride). Reaction SMILES: [Br:1][C:2]1[CH:7]=[CH:6][C:5]([S:8]([NH:11][C:12]2[CH:13]=[C:14]([CH:18]=[CH:19][CH:20]=2)[C:15](O)=[O:16])(=[O:10])=[O:9])=[CH:4][CH:3]=1.C(Cl)(=O)C([Cl:24])=O.CN(C=O)C>C(Cl)Cl>[Br:1][C:2]1[CH:7]=[CH:6][C:5]([S:8]([NH:11][C:12]2[CH:13]=[C:14]([CH:18]=[CH:19][CH:20]=2)[C:15]([Cl:24])=[O:16])(=[O:10])=[O:9])=[CH:4][CH:3]=1. Reported procedure: A suspension of 3-(4-bromophenylsulfonamido)benzoic acid (2.30 g, 6.46 mmol) in DCM (50 mL) was stirred and cooled under argon to 0° C. Oxalyl chloride (676 μL, 7.11 mmol) was then added dropwise via a syringe, followed by DMF (50 μL). The resulting solution was then stirred overnight, allowing the reaction mixture to warm room temperature. The solution was used without further purification. The reactants are OC(c1ccc(C2CCCCC2)c(Cl)c1)C(Cl)Cl, O=S(Cl)Cl, c1ccncc1. Yields the product Clc1cc(C(Cl)C(Cl)Cl)ccc1C1CCCCC1. Reaction SMILES: [Cl:1][CH:2]([CH:3]([OH:4])[c:5]1[cH:6][c:7]([Cl:17])[c:8]([CH:11]2[CH2:12][CH2:13][CH2:14][CH2:15][CH2:16]2)[cH:9][cH:10]1)[Cl:18].[S:19]([Cl:20])([Cl:21])=[O:22].[cH:23]1[cH:24][cH:25][n:26][cH:27][cH:28]1>>[Cl:1][CH:2]([CH:3]([c:5]1[cH:6][c:7]([Cl:17])[c:8]([CH:11]2[CH2:12][CH2:13][CH2:14][CH2:15][CH2:16]2)[cH:9][cH:10]1)[Cl:21])[Cl:18]. The reactants are [BH4-].[Na+] (sodium borohydride), CCC(CCCCC)=O (3-octanone), [OH-].[NH4+] (Ammonium hydroxide). The solvent is O (water), C(C)O (ethanol). Conditions: time 3 hour. Yields the product CCC(CCCCC)O (3-octanol). Isolated yield 78887.3%. As a reaction SMILES: [CH3:1][CH2:2][C:3](=[O:9])[CH2:4][CH2:5][CH2:6][CH2:7][CH3:8].[BH4-].[Na+].[OH-].[NH4+]>C(O)C.O>[CH3:1][CH2:2][CH:3]([OH:9])[CH2:4][CH2:5][CH2:6][CH2:7][CH3:8] |f:1.2,3.4|. Procedure details: To a well-stirred solution of 19.2 g (0.15 mmol) of 3-octanone in 270 ml of 95% ethanol, cooled in an ice bath, was added in portions a solution of 3.9 g (0.103 mmol) of sodium borohydride in 27 ml of water. Ammonium hydroxide (15M, 27 ml) was added and the ice bath removed and stirring was continued in room temperature for 3 hr. The reaction mixture was concentrated to near dryness and the residue was partitioned between 250 ml each of CHCl3 and H2O. The organic layer was separated and the aque... Reactants: CCN1CCc2nc3ccccc3c(C)c2CC1, CCOC(=O)Cl. Product: CCOC(=O)N1CCc2nc3ccccc3c(C)c2CC1. RXN SMILES: [CH2:1]([CH3:2])[N:3]1[CH2:4][CH2:5][c:6]2[n:7][c:8]3[cH:9][cH:10][cH:11][cH:12][c:13]3[c:14]([CH3:18])[c:15]2[CH2:16][CH2:17]1.[Cl:19][C:20](=[O:21])[O:22][CH2:23][CH3:24]>>[N:3]1([C:20](=[O:21])[O:22][CH2:23][CH3:24])[CH2:4][CH2:5][c:6]2[n:7][c:8]3[cH:9][cH:10][cH:11][cH:12][c:13]3[c:14]([CH3:18])[c:15]2[CH2:16][CH2:17]1. Starting materials: CC(=O)[O-], COc1cc2ncc(C(N)=O)c(Cl)c2cc1OC, Cl, Cn1ccc2c(N)cccc21, [Na+], [Na+], O=C([O-])O, CN(C)C=O, O. Yields the product COc1cc2ncc(C(N)=O)c(Nc3cccc4c3ccn4C)c2cc1OC. RXN SMILES: [CH3:32][C:33](=[O:34])[O-:35].[Cl:1][c:2]1[c:3]([C:16](=[O:17])[NH2:18])[cH:4][n:5][c:6]2[cH:7][c:8]([O:14][CH3:15])[c:9]([O:12][CH3:13])[cH:10][c:11]12.[ClH:19].[NH2:20][c:21]1[c:22]2[cH:23][cH:24][n:25]([CH3:30])[c:26]2[cH:27][cH:28][cH:29]1.[Na+:31].[Na+:40].[O-:36][C:37]([OH:38])=[O:39].[O:41]=[CH:42][N:43]([CH3:44])[CH3:45].[OH2:46]>>[c:2]1([NH:20][c:21]2[c:22]3[cH:23][cH:24][n:25]([CH3:30])[c:26]3[cH:27][cH:28][cH:29]2)[c:3]([C:16](=[O:17])[NH2:18])[cH:4][n:5][c:6]2[cH:7][c:8]([O:14][CH3:15])[c:9]([O:12][CH3:13])[cH:10][c:11]12. RXN SMILES: [CH2:45]1[O:46][CH2:47][CH2:48][CH2:49]1.[CH3:1][S:2](=[O:3])(=[O:4])[c:5]1[cH:6][cH:7][c:8]([NH:11][c:12]2[c:13]3[n:14]([cH:15][cH:16][cH:17]2)[c:18]([C:21]#[C:22][Si:23]([CH3:24])([CH3:25])[CH3:26])[cH:19][n:20]3)[cH:9][cH:10]1.[CH3:28][CH2:29][CH2:30][CH2:31][N+:32]([CH2:33][CH2:34][CH2:35][CH3:36])([CH2:37][CH2:38][CH2:39][CH3:40])[CH2:41][CH2:42][CH2:43][CH3:44].[F-:27]>>[CH3:1][S:2](=[O:3])(=[O:4])[c:5]1[cH:6][cH:7][c:8]([NH:11][c:12]2[c:13]3[n:14]([cH:15][cH:16][cH:17]2)[c:18]([C:21]#[CH:22])[cH:19][n:20]3)[cH:9][cH:10]1. Reactants: C1CCOC1, C[Si](C)(C)C#Cc1cnc2c(Nc3ccc(S(C)(=O)=O)cc3)cccn12, CCCC[N+](CCCC)(CCCC)CCCC, [F-]. The product is C#Cc1cnc2c(Nc3ccc(S(C)(=O)=O)cc3)cccn12.